Dataset: the Open Reaction Database (ORD), a public repository of structured organic reaction records. Task: describe an organic reaction: reactants, conditions, products, and yield Starting materials: COc1ccc(-c2nc(C)n(CCC(C)(C)NCC(O)c3ccc(OCc4ccccc4)c(CO)c3)n2)cc1, CO. Product: COc1ccc(-c2nc(C)n(CCC(C)(C)NCC(O)c3ccc(O)c(CO)c3)n2)cc1. RXN SMILES: [CH2:1]([c:2]1[cH:3][cH:4][cH:5][cH:6][cH:7]1)[O:8][c:9]1[c:10]([CH2:38][OH:39])[cH:11][c:12]([CH:15]([CH2:16][NH:17][C:18]([CH2:19][CH2:20][n:21]2[n:22][c:23](-[c:27]3[cH:28][cH:29][c:30]([O:33][CH3:34])[cH:31][cH:32]3)[n:24][c:25]2[CH3:26])([CH3:35])[CH3:36])[OH:37])[cH:13][cH:14]1.[CH3:40][OH:41]>>[OH:8][c:9]1[c:10]([CH2:38][OH:39])[cH:11][c:12]([CH:15]([CH2:16][NH:17][C:18]([CH2:19][CH2:20][n:21]2[n:22][c:23](-[c:27]3[cH:28][cH:29][c:30]([O:33][CH3:34])[cH:31][cH:32]3)[n:24][c:25]2[CH3:26])([CH3:35])[CH3:36])[OH:37])[cH:13][cH:14]1. Reactants: C([O-])(O)=O.[Na+] (sodium bicarbonate), NC=1C=CC=C2CC(C(NC12)=O)NC([C@@H](CC(C)C)NC(OC(C)(C)C)=O)=O (tert-butyl (2R)-1-(8-amino-2-oxo-1,2,3,4-tetrahydroquinolin-3-ylamino)-4-methyl-1-oxopentan-2-ylcarbamate), resultant mixture, Cl (hydrochloric acid). Solvent: C(C)O (ethanol). Reaction conditions: temperature 60 celsius, time 30 minute. Yields the product N[C@@H](C(=O)NC1C(NC2=C(C=CC=C2C1)N)=O)CC(C)C ((2R)-2-amino-N-(8-amino-2-oxo-1,2,3,4-tetrahydroquinolin-3-yl)-4-methylpentanamide). RXN SMILES: [NH2:1][C:2]1[CH:3]=[CH:4][CH:5]=[C:6]2[C:11]=1[NH:10][C:9](=[O:12])[CH:8]([NH:13][C:14](=[O:28])[C@H:15]([NH:20]C(=O)OC(C)(C)C)[CH2:16][CH:17]([CH3:19])[CH3:18])[CH2:7]2.Cl.C(=O)(O)[O-].[Na+]>C(O)C>[NH2:20][C@H:15]([CH2:16][CH:17]([CH3:19])[CH3:18])[C:14]([NH:13][CH:8]1[CH2:7][C:6]2[C:11](=[C:2]([NH2:1])[CH:3]=[CH:4][CH:5]=2)[NH:10][C:9]1=[O:12])=[O:28] |f:2.3|. Procedure: 3,8-Diamino-3,4-dihydroquinolin-2(1H)-one dihydrochloride (9.0 g) was suspended in N,N-dimethylformaldehyde (90 mL), and triethylamine (15 mL) was added to the suspension under cooling on ice. Subsequently, N-tert-butoxycarbonyl-D-leucine monohydrate (9.87 g), 1-hydroxybenzotriazole (4.86 g), and 1-ethyl-3-(3-dimethylaminopropyl)carbodiimide hydrochloride (7.67 g) were sequentially added to the mixture, followed by stirring at room temperature for one hour. To the resultant mixture were added sa...